describe an organic reaction: reactants, conditions, products, and yield From a dataset of the Open Reaction Database (ORD), a public repository of structured organic reaction records. Starting materials: COC(=O)NN, N=C(Oc1ccccc1)Oc1ccccc1, Cl, O. The product is COC(=O)NN=C(Oc1ccccc1)Oc1ccccc1. RXN SMILES: [C:1]([NH:2][NH2:3])(=[O:4])[O:5][CH3:6].[C:8]([O:9][c:10]1[cH:11][cH:12][cH:13][cH:14][cH:15]1)([O:16][c:17]1[cH:18][cH:19][cH:20][cH:21][cH:22]1)=[NH:23].[ClH:7].[OH2:24]>>[C:1]([NH:2][N:23]=[C:8]([O:9][c:10]1[cH:11][cH:12][cH:13][cH:14][cH:15]1)[O:16][c:17]1[cH:18][cH:19][cH:20][cH:21][cH:22]1)(=[O:4])[O:5][CH3:6]. The reactants are NC1=CC(=C(C(=O)NCC2CCN(CC2)CCCCCN)C=C1Cl)OC (4-Amino-N-(1-(5-aminopentyl)piperidin-4-ylmethyl)-5-chloro-2-methoxybenzamide), C1(CCCCC1)C=O (cyclohexanecarboxaldehyde). Product: NC1=CC(=C(C(=O)NCC2CCN(CC2)CCCCCNCC2CCCCC2)C=C1Cl)OC (4-amino-5-chloro-N-((1-(5-(cyclohexylmethylamino)pentyl)piperidin-4-yl)methyl)-2-methoxybenzamide). Yield: 95.9%. As a reaction SMILES: [NH2:1][C:2]1[C:23]([Cl:24])=[CH:22][C:5]([C:6]([NH:8][CH2:9][CH:10]2[CH2:15][CH2:14][N:13]([CH2:16][CH2:17][CH2:18][CH2:19][CH2:20][NH2:21])[CH2:12][CH2:11]2)=[O:7])=[C:4]([O:25][CH3:26])[CH:3]=1.[CH:27]1([CH:33]=O)[CH2:32][CH2:31][CH2:30][CH2:29][CH2:28]1>>[NH2:1][C:2]1[C:23]([Cl:24])=[CH:22][C:5]([C:6]([NH:8][CH2:9][CH:10]2[CH2:11][CH2:12][N:13]([CH2:16][CH2:17][CH2:18][CH2:19][CH2:20][NH:21][CH2:33][CH:27]3[CH2:32][CH2:31][CH2:30][CH2:29][CH2:28]3)[CH2:14][CH2:15]2)=[O:7])=[C:4]([O:25][CH3:26])[CH:3]=1. Procedure details: 4-Amino-N-(1-(5-aminopentyl)piperidin-4-ylmethyl)-5-chloro-2-methoxybenzamide (1 g) as starting compound and cyclohexanecarboxaldehyde (0.32 g) were reacted and treated in the same manner as in Example 121 to give 1.2 g of 4-amino-5-chloro-N-((1-(5-(cyclohexylmethylamino)pentyl)piperidin-4-yl)methyl)-2-methoxybenzamide. Reactants: Cl (hydrochloric acid), C(C)(=O)NCC=1C=C(C=CC1)C=1N=C(SC1)N=C(N)N (4-(3-acetylaminomethylphenyl)-2-(diaminomethyleneamino)thiazole). Run in C(C)O (ethanol). The product is Cl.Cl.NCC=1C=C(C=CC1)C=1N=C(SC1)N=C(N)N (4-(3-aminomethylphenyl)-2-(diaminomethyleneamino)thiazole dihydrochloride). Reaction SMILES: [ClH:1].C([NH:5][CH2:6][C:7]1[CH:8]=[C:9]([C:13]2[N:14]=[C:15]([N:18]=[C:19]([NH2:21])[NH2:20])[S:16][CH:17]=2)[CH:10]=[CH:11][CH:12]=1)(=O)C>C(O)C>[ClH:1].[ClH:1].[NH2:5][CH2:6][C:7]1[CH:8]=[C:9]([C:13]2[N:14]=[C:15]([N:18]=[C:19]([NH2:21])[NH2:20])[S:16][CH:17]=2)[CH:10]=[CH:11][CH:12]=1 |f:3.4.5|. Procedure: Conc. hydrochloric acid (10 ml) was added slowly to a suspension of 4-(3-acetylaminomethylphenyl)-2-(diaminomethyleneamino)thiazole (2.8 g) in ethanol (100 ml). The mixture was refluxed for 18 hours. After cooling, the resulting precipitate was collected by filtration to afford 4-(3-aminomethylphenyl)-2-(diaminomethyleneamino)thiazole dihydrochloride (1.75 g). The reactants are N1C=CC=2C1=C(N=CC2)NC(CC)=O (N-(1H-pyrrolo[2,3-c]pyridin-7-yl)propanamide), ClC1=C(C(=O)Cl)C(=CC=C1)F (2-chloro-6-fluoro benzoyl chloride). Product: ClC1=C(C(=O)C2=CNC3=C(N=CC=C32)NC(CC)=O)C(=CC=C1)F (N-[3-(2-Chloro-6-fluorobenzoyl)-1H-pyrrolo[2,3-c]pyridin-7-yl]propanamide). Reaction SMILES: [NH:1]1[C:5]2=[C:6]([NH:10][C:11](=[O:14])[CH2:12][CH3:13])[N:7]=[CH:8][CH:9]=[C:4]2[CH:3]=[CH:2]1.[Cl:15][C:16]1[CH:24]=[CH:23][CH:22]=[C:21]([F:25])[C:17]=1[C:18](Cl)=[O:19]>>[Cl:15][C:16]1[CH:24]=[CH:23][CH:22]=[C:21]([F:25])[C:17]=1[C:18]([C:3]1[C:4]2[C:5](=[C:6]([NH:10][C:11](=[O:14])[CH2:12][CH3:13])[N:7]=[CH:8][CH:9]=2)[NH:1][CH:2]=1)=[O:19]. Procedure: N-[3-(2-Chloro-6-fluorobenzoyl)-1H-pyrrolo[2,3-c]pyridin-7-yl]propanamide was synthesized using N-(1H-pyrrolo[2,3-c]pyridin-7-yl)propanamide and 2-chloro-6-fluoro benzoyl chloride (Compound No. 28). Isolated yield 89.6%. Reaction SMILES: [Br:1][C:2]1[CH:7]=[C:6]([Cl:8])[C:5]([OH:9])=[C:4]([CH3:10])[CH:3]=1.[CH2:11](Br)[C:12]1[CH:17]=[CH:16][CH:15]=[CH:14][CH:13]=1.C(=O)([O-])[O-].[K+].[K+]>CN(C)C=O>[Br:1][C:2]1[CH:7]=[C:6]([Cl:8])[C:5]([O:9][CH2:11][C:12]2[CH:17]=[CH:16][CH:15]=[CH:14][CH:13]=2)=[C:4]([CH3:10])[CH:3]=1 |f:2.3.4|. Reactants: crude product, BrC1=CC(=C(C(=C1)Cl)O)C (4-bromo-6-chloro-2-methylphenol), C(C1=CC=CC=C1)Br (benzyl bromide), C([O-])([O-])=O.[K+].[K+] (potassium carbonate). Yields the product BrC1=CC(=C(C(=C1)Cl)OCC1=CC=CC=C1)C (4-bromo-6-chloro-2-methyl-1-benzyloxybenzene). Solvent: CN(C=O)C (N,N-dimethylformamide). Procedure details: A solution of 50 g of 4-bromo-6-chloro-2-methylphenol and 42.5 g of benzyl bromide dissolved in 200 ml of N,N-dimethylformamide was stirred at room temperature, to which 37.4 g of potassium carbonate was added, and the mixture was stirred for 12 hours. After completion of the reaction, the solvent was removed by distillation under reduced pressure, and the residue was added to 400 ml of diethyl ether, washed with water, dried with anhydrous magnesium sulfate, and concentrated to obtain a crude p... Reaction conditions: time 12 hour. Starting materials: C=O, C1COCCN1, CC(=O)O, CCO, CC(C)c1cccc(C(C)C)c1N, Cl. Product: CC(C)c1cc(CN2CCOCC2)cc(C(C)C)c1N, Cl. RXN SMILES: [CH2:14]=[O:15].[CH2:16]1[CH2:17][O:18][CH2:19][CH2:20][NH:21]1.[CH3:22][C:23](=[O:24])[OH:25].[CH3:27][CH2:28][OH:29].[CH:1]([CH3:2])([CH3:3])[c:4]1[c:5]([NH2:6])[c:7]([CH:11]([CH3:12])[CH3:13])[cH:8][cH:9][cH:10]1.[ClH:26]>>[CH:1]([CH3:2])([CH3:3])[c:4]1[c:5]([NH2:6])[c:7]([CH:11]([CH3:12])[CH3:13])[cH:8][c:9]([CH2:22][N:21]2[CH2:16][CH2:17][O:18][CH2:19][CH2:20]2)[cH:10]1.[ClH:26].